This data is from the Open Reaction Database (ORD), a public repository of structured organic reaction records. The task is: describe an organic reaction: reactants, conditions, products, and yield Starting materials: [Li]CCCC, CCOCC, ICCI, c1csc(-c2nccs2)c1. Product: Ic1cnc(-c2cccs2)s1. RXN SMILES: [CH2:11]([Li:12])[CH2:13][CH2:14][CH3:15].[CH3:20][CH2:21][O:22][CH2:23][CH3:24].[I:16][CH2:17][CH2:18][I:19].[s:1]1[c:2](-[c:6]2[s:7][cH:8][cH:9][n:10]2)[cH:3][cH:4][cH:5]1>>[s:1]1[c:2](-[c:6]2[s:7][c:8]([I:16])[cH:9][n:10]2)[cH:3][cH:4][cH:5]1. Starting materials: C1(=CC=C(C=C1)CC(=O)[O-])C1=CC=CC=C1.[Na+] (Sodium 4-biphenylacetate), F[B-](F)(F)F.C1(=CC=CC=C1)C1=[O+]C(=CC(=C1)C1=CC=CC=C1)C1=CC=CC=C1 (2,4,6-triphenylpyrylium tetrafluoroborate), C(C)(=O)OC(C)=O (acetic anhydride). Product: C1(=CC=CC=C1)C=1C=C(C=C(C1C1=CC=C(C=C1)C1=CC=CC=C1)C1=CC=CC=C1)C1=CC=CC=C1 (3′,5′-diphenyl-p-quaterphenyl). As a reaction SMILES: [C:1]1([C:11]2[CH:16]=[CH:15][CH:14]=[CH:13][CH:12]=2)[CH:6]=[CH:5][C:4](CC([O-])=O)=[CH:3][CH:2]=1.[Na+].F[B-](F)(F)F.[C:23]1([C:29]2[CH:34]=[C:33]([C:35]3[CH:40]=[CH:39][CH:38]=[CH:37][CH:36]=3)[CH:32]=[C:31]([C:41]3[CH:46]=[CH:45][CH:44]=[CH:43][CH:42]=3)[O+]=2)[CH:28]=[CH:27][CH:26]=[CH:25][CH:24]=1.[C:47](OC(=O)C)(=O)C>>[C:23]1([C:29]2[CH:47]=[C:31]([C:41]3[CH:46]=[CH:45][CH:44]=[CH:43][CH:42]=3)[CH:32]=[C:33]([C:35]3[CH:40]=[CH:39][CH:38]=[CH:37][CH:36]=3)[C:34]=2[C:14]2[CH:15]=[CH:16][C:11]([C:1]3[CH:6]=[CH:5][CH:4]=[CH:3][CH:2]=3)=[CH:12][CH:13]=2)[CH:28]=[CH:27][CH:26]=[CH:25][CH:24]=1 |f:0.1,2.3|. Reported procedure: Sodium 4-biphenylacetate (25.0 g, 0.106 mol.) was placed in a suspension of 2,4,6-triphenylpyrylium tetrafluoroborate (41.0 g, 0.106 mol.) in 80 mL of acetic anhydride under nitrogen atmosphere and refluxed for 24 hours. The crude product was extracted with a 7:3 ratio mixture of hexane/dichloromethane. The solvent was stripped, and the crude product sublimed 4 times to achieve 99% purity. The practical yield following sublimations was 20%. Starting materials: solution, [F-].C(CCC)[N+](CCCC)(CCCC)CCCC (tetrabutylammonium fluoride), O1CCCC1 (tetrahydrofuran), FC(CC)(F)C=1C(=NOC1C1=CC=CC=C1)C(=O)F (4-(1,1-difluoropropyl)-5-phenylisoxazole-3-carbonyl fluoride), O\N=C(/N)\C1=CC=C(CN2CC(C2)C(=O)OC(C)(C)C)C=C1 ((Z)-tert-butyl 1-(4-(N′-hydroxycarbamimidoyl)benzyl)azetidine-3-carboxylate), CCN(C(C)C)C(C)C (Hunig's Base). Run in C(C)#N (acetonitrile). Run at time 3 day. Yields the product FC(CC)(F)C=1C(=NOC1C1=CC=CC=C1)C1=NC(=NO1)C1=CC=C(CN2CC(C2)C(=O)OC(C)(C)C)C=C1 (tert-butyl 1-(4-(5-(4-(1,1-difluoropropyl)-5-phenylisoxazol-3-yl)-1,2,4-oxadiazol-3-yl)benzyl)azetidine-3-carboxylate). As a reaction SMILES: [F:1][C:2]([C:6]1[C:7]([C:17](F)=[O:18])=[N:8][O:9][C:10]=1[C:11]1[CH:16]=[CH:15][CH:14]=[CH:13][CH:12]=1)([F:5])[CH2:3][CH3:4].O/[N:21]=[C:22](/[C:24]1[CH:41]=[CH:40][C:27]([CH2:28][N:29]2[CH2:32][CH:31]([C:33]([O:35][C:36]([CH3:39])([CH3:38])[CH3:37])=[O:34])[CH2:30]2)=[CH:26][CH:25]=1)\[NH2:23].CCN(C(C)C)C(C)C.[F-].C([N+](CCCC)(CCCC)CCCC)CCC.O1CCCC1>C(#N)C>[F:1][C:2]([C:6]1[C:7]([C:17]2[O:18][N:23]=[C:22]([C:24]3[CH:25]=[CH:26][C:27]([CH2:28][N:29]4[CH2:30][CH:31]([C:33]([O:35][C:36]([CH3:37])([CH3:39])[CH3:38])=[O:34])[CH2:32]4)=[CH:40][CH:41]=3)[N:21]=2)=[N:8][O:9][C:10]=1[C:11]1[CH:16]=[CH:15][CH:14]=[CH:13][CH:12]=1)([F:5])[CH2:3][CH3:4] |f:3.4|. Reported procedure: To a solution of 4-(1,1-difluoropropyl)-5-phenylisoxazole-3-carbonyl fluoride (7.2 mg, 0.027 mmol) and (Z)-tert-butyl 1-(4-(N′-hydroxycarbamimidoyl)benzyl)azetidine-3-carboxylate (Int.1, 8.17 mg, 0.027 mmol) in acetonitrile (1 mL) was added Hunig's Base (9.34 μL, 0.053 mmol), and the reaction mixture was stirred at room temperature for 3 days. The reaction mixture was concentrated and diluted with ethyl acetate (3 ml), washed with water (1 mL), washed with a saturated aqueous solution of sodium ... Starting materials: CCOC(=O)c1cc2c(C(=O)CCl)ccc(O)c2[nH]1, C=CCN, CS(C)=O, Cl. Product: C=CCNCC(=O)c1ccc(O)c2[nH]c(C(=O)OCC)cc12, Cl. As a reaction SMILES: [CH2:1]([CH3:2])[O:3][C:4](=[O:5])[c:6]1[nH:7][c:8]2[c:9]([OH:19])[cH:10][cH:11][c:12]([C:15]([CH2:16][Cl:17])=[O:18])[c:13]2[cH:14]1.[CH2:20]([CH:21]=[CH2:22])[NH2:23].[CH3:25][S:26](=[O:27])[CH3:28].[ClH:24]>>[CH2:1]([CH3:2])[O:3][C:4](=[O:5])[c:6]1[nH:7][c:8]2[c:9]([OH:19])[cH:10][cH:11][c:12]([C:15]([CH2:16][NH:23][CH2:20][CH:21]=[CH2:22])=[O:18])[c:13]2[cH:14]1.[ClH:17].